This data is from the Open Reaction Database (ORD), a public repository of structured organic reaction records. The task is: describe an organic reaction: reactants, conditions, products, and yield Starting materials: CN(C(C(F)(F)F)=O)CC(=O)NCC=1SC=CN1 (2-(N-methyl-N-trifluoroacetylaminomethylcarbonyl)aminomethylthiazole). Solvent: P(=O)(Cl)(Cl)Cl (phosphorus oxychloride). Run at temperature 10 celsius, time 1.5 hour. The product is CN(C(C(F)(F)F)=O)CC1=NC=C2SC=CN21 (5-(N-methyl-N-trifluoroacetylamino)methylimidazo[5,1-b]thiazole). Yield: 18.1%. As a reaction SMILES: [CH3:1][N:2]([CH2:9][C:10]([NH:12][CH2:13][C:14]1[S:15][CH:16]=[CH:17][N:18]=1)=O)[C:3](=[O:8])[C:4]([F:7])([F:6])[F:5]>P(Cl)(Cl)(Cl)=O>[CH3:1][N:2]([CH2:9][C:10]1[N:18]2[C:14]([S:15][CH:16]=[CH:17]2)=[CH:13][N:12]=1)[C:3](=[O:8])[C:4]([F:7])([F:6])[F:5]. Procedure: To 3.02 g (10.3 mmol) of the above-obtained 2-(N-methyl-N-trifluoroacetylaminomethylcarbonyl)aminomethylthiazole was added 40 ml of phosphorus oxychloride, and the mixture was stirred at 10° C. for 1.5 hours and then at 120° C. for 5 hours. The reaction solution was cooled to room temperature, and concentrated under reduced pressure. To the residue were added a small amount of ice and 15 ml of a 50% aqueous solution of potassium carbonate. The mixture was stirred, and then extracted three times ... Starting materials: NC1=C2CCN(CC2=CC=C1)C (5-amino-2-methyl-1,2,3,4-tetrahydroisoquinoline), ClC1=CC(=C(C(=O)O)C=C1)OC (4-chloro-2-methoxybenzoic acid). Yields the product CN1CC2=CC=CC(=C2CC1)NC(C1=C(C=C(C=C1)Cl)OC)=O (N-(2-Methyl-1,2,3,4-tetrahydroisoquinolin-5-yl)-4-chloro-2-methoxybenzamide). Reaction SMILES: [NH2:1][C:2]1[CH:11]=[CH:10][CH:9]=[C:8]2[C:3]=1[CH2:4][CH2:5][N:6]([CH3:12])[CH2:7]2.[Cl:13][C:14]1[CH:22]=[CH:21][C:17]([C:18](O)=[O:19])=[C:16]([O:23][CH3:24])[CH:15]=1>>[CH3:12][N:6]1[CH2:5][CH2:4][C:3]2[C:8](=[CH:9][CH:10]=[CH:11][C:2]=2[NH:1][C:18](=[O:19])[C:17]2[CH:21]=[CH:22][C:14]([Cl:13])=[CH:15][C:16]=2[O:23][CH3:24])[CH2:7]1. Reported procedure: The title compound was prepared in an analogous manner to Example 1 from 5-amino-2-methyl-1,2,3,4-tetrahydroisoquinoline and 4-chloro-2-methoxybenzoic acid. The reactants are C1CCOC1, Cc1cscc1N=C=S, Nc1ccc(F)cc1N. Yields the product Cc1cscc1NC(=S)Nc1cc(F)ccc1N. RXN SMILES: [CH2:19]1[O:20][CH2:21][CH2:22][CH2:23]1.[CH3:10][c:11]1[c:12]([N:16]=[C:17]=[S:18])[cH:13][s:14][cH:15]1.[F:1][c:2]1[cH:3][c:4]([NH2:9])[c:5]([NH2:8])[cH:6][cH:7]1>>[F:1][c:2]1[cH:3][c:4]([NH:9][C:17]([NH:16][c:12]2[c:11]([CH3:10])[cH:15][s:14][cH:13]2)=[S:18])[c:5]([NH2:8])[cH:6][cH:7]1. Starting materials: C(C)(=O)OCC (ethyl acetate), NC=1SC=C(N1)C(C(=O)OCC)=O (ethyl 2-amino-4-thiazolglyoxylate), [H-].[Al+3].[Li+].[H-].[H-].[H-] (lithium aluminum hydride). Run in C1CCOC1 (THF), C1CCOC1 (THF). Reaction conditions: time 1 hour. The product is NC=1SC=C(N1)C(CO)O ((±)-2-amino-(1,2-dihydroxyethyl)-1,3-thiazole). RXN SMILES: [NH2:1][C:2]1[S:3][CH:4]=[C:5]([C:7](=[O:13])[C:8](OCC)=[O:9])[N:6]=1.[H-].[Al+3].[Li+].[H-].[H-].[H-].C(OCC)(=O)C>C1COCC1>[NH2:1][C:2]1[S:3][CH:4]=[C:5]([CH:7]([OH:13])[CH2:8][OH:9])[N:6]=1 |f:1.2.3.4.5.6|. Procedure details: A solution of ethyl 2-amino-4-thiazolglyoxylate (10 g, 50 mmol) in anhydrous THF (150 mL) was added dropwise to a suspension of lithium aluminum hydride (1.9 g) in anhydrous THF (200 mL), and the mixture stirred under nitrogen at RT for 1 h. Excess ethyl acetate was then added to destroy residual reductant, after which an excess of Glauber's Salt was added and the resultant suspension stirred at RT for 40 min. The slurry was then filtered, and the filtrate evaporated in vacuo, and then dissolved... Starting materials: C(C)C1=NN(C(S1)=NC(C(F)(F)F)=O)CC1=CC=C(C=C1)C1=C(C=CC=C1)C1=NN=NN1C(C1=CC=CC=C1)(C1=CC=CC=C1)C1=CC=CC=C1 (5-ethyl-2-trifluoroacetylimino-3-[2'-(1-triphenylmethyl-1H-tetrazol-5-yl)biphenyl-4-yl]methyl-1,3,4-thiadiazoline), Cl (hydrochloric acid). The solvent is O (water), O1CCOCC1 (1,4-dioxane). Run at time 18 hour. Yields the product Cl.C(C)C1=NN(C(S1)=N)CC1=CC=C(C=C1)C1=C(C=CC=C1)C1=NN=NN1 (5-ethyl-2-imino-3-[2'-(1H-tetrazol-5-yl)biphenyl-4-yl]methyl-1,3,4-thiadiazoline hydrochloride). As a reaction SMILES: [CH2:1]([C:3]1[S:7][C:6](=[N:8]C(=O)C(F)(F)F)[N:5]([CH2:15][C:16]2[CH:21]=[CH:20][C:19]([C:22]3[CH:27]=[CH:26][CH:25]=[CH:24][C:23]=3[C:28]3[N:32](C(C4C=CC=CC=4)(C4C=CC=CC=4)C4C=CC=CC=4)[N:31]=[N:30][N:29]=3)=[CH:18][CH:17]=2)[N:4]=1)[CH3:2].[ClH:52]>O1CCOCC1.O>[ClH:52].[CH2:1]([C:3]1[S:7][C:6](=[NH:8])[N:5]([CH2:15][C:16]2[CH:17]=[CH:18][C:19]([C:22]3[CH:27]=[CH:26][CH:25]=[CH:24][C:23]=3[C:28]3[NH:29][N:30]=[N:31][N:32]=3)=[CH:20][CH:21]=2)[N:4]=1)[CH3:2] |f:4.5|. Reported procedure: To a solution of 5-ethyl-2-trifluoroacetylimino-3-[2'-(1-triphenylmethyl-1H-tetrazol-5-yl)biphenyl-4-yl]methyl-1,3,4-thiadiazoline (700 mg) in 1,4-dioxane (10 ml) was added 12N hydrochloric acid (2ml), and they were stirred at room temperature for 18 hours. The solvent was distilled off from the reaction mixture. The residue so obtained was dispersed in water, collected by filtration and then dried, whereby 250 mg of the title compound was obtained.